Dataset: the Open Reaction Database (ORD), a public repository of structured organic reaction records. Task: describe an organic reaction: reactants, conditions, products, and yield Reactants: O=C([O-])[O-], Cl, [Cs+], [Cs+], N#Cc1c(-c2ccco2)[nH]c(N)cc1=O, CN(C)C=O, ClCc1ccccn1. RXN SMILES: [C:25](=[O:26])([O-:27])[O-:28].[ClH:16].[Cs+:29].[Cs+:30].[NH2:1][c:2]1[cH:3][c:4](=[O:15])[c:5]([C:13]#[N:14])[c:6](-[c:8]2[o:9][cH:10][cH:11][cH:12]2)[nH:7]1.[O:31]=[CH:32][N:33]([CH3:34])[CH3:35].[c:17]1([CH2:23][Cl:24])[cH:18][cH:19][cH:20][cH:21][n:22]1>>[NH2:1][c:2]1[cH:3][c:4]([O:15][CH2:23][c:17]2[cH:18][cH:19][cH:20][cH:21][n:22]2)[c:5]([C:13]#[N:14])[c:6](-[c:8]2[o:9][cH:10][cH:11][cH:12]2)[n:7]1. Yields the product N#Cc1c(OCc2ccccn2)cc(N)nc1-c1ccco1. The reactants are NC(=O)c1cc(Cl)c(Cl)nc1Cl, O=P(Cl)(Cl)Cl. Product: N#Cc1cc(Cl)c(Cl)nc1Cl. As a reaction SMILES: [Cl:1][c:2]1[c:3]([C:4](=[O:5])[NH2:6])[cH:7][c:8]([Cl:12])[c:9]([Cl:11])[n:10]1.[P:13]([Cl:14])([Cl:15])([Cl:16])=[O:17]>>[Cl:1][c:2]1[c:3]([C:4]#[N:6])[cH:7][c:8]([Cl:12])[c:9]([Cl:11])[n:10]1. Starting materials: C1(CC1)C(CC(=O)C1=NC=C(C=C1Cl)Cl)=O (3-cyclopropyl-1-(3,5-dichloropyridin-2-yl)propan-1,3-dione), COC(N(C)C)OC (N,N-dimethylformamide dimethyl acetal). The solvent is O1CCOCC1 (1,4-dioxane). Conditions: time 4 day. Yields the product C1(CC1)C(C(C(=O)C1=NC=C(C=C1Cl)Cl)=CN(C)C)=O (3-cyclopropyl-1-(3,5-dichloropyridin-2-yl)-2-dimethylaminomethylenepropan-1,3-dione). RXN SMILES: [CH:1]1([C:4](=[O:16])[CH2:5][C:6]([C:8]2[C:13]([Cl:14])=[CH:12][C:11]([Cl:15])=[CH:10][N:9]=2)=[O:7])[CH2:3][CH2:2]1.CO[CH:19](OC)[N:20]([CH3:22])[CH3:21]>O1CCOCC1>[CH:1]1([C:4](=[O:16])[C:5](=[CH:19][N:20]([CH3:22])[CH3:21])[C:6]([C:8]2[C:13]([Cl:14])=[CH:12][C:11]([Cl:15])=[CH:10][N:9]=2)=[O:7])[CH2:3][CH2:2]1. Procedure: A mixture of 3-cyclopropyl-1-(3,5-dichloropyridin-2-yl)propan-1,3-dione (1.3 g) and N,N-dimethylformamide dimethyl acetal (1.1 ml) in 1,4-dioxane was stirred at room temperature for 4 days and the solvent was evaporated to yield 3-cyclopropyl-1-(3,5-dichloropyridin-2-yl)-2-dimethylaminomethylenepropan-1,3-dione (1.73 g). Starting materials: O=S1(N(CCC1)C12CC3(CC(CC3C1)C2)C(=O)O)=O (1-(1,1-dioxido iso thiazolidin-2-yl)tricyclo[3.3.1.03,7]nonane-3-carboxylic acid), OS(=O)(=O)O (H2SO4), [N-]=[N+]=[N-].[Na+] (NaN3). The solvent is O (water), C(Cl)(Cl)Cl (CHCl3). Conditions: temperature 45 celsius, time 2 hour. Yields the product O=S1(N(CCC1)C12CC3(CC(CC3C1)C2)N)=O (1-(1,1-dioxidoisothiazolidin-2-yl)tricyclo[3.3.1.03,7]nonan-3-amine). Yield: 66.3%. As a reaction SMILES: [O:1]=[S:2]1(=[O:19])[CH2:6][CH2:5][CH2:4][N:3]1[C:7]12[CH2:15][CH:11]3[CH2:12][CH:13]([CH2:14]1)[C:9](C(O)=O)([CH2:10]3)[CH2:8]2.OS(O)(=O)=O.[N-:25]=[N+]=[N-].[Na+]>C(Cl)(Cl)Cl.O>[O:1]=[S:2]1(=[O:19])[CH2:6][CH2:5][CH2:4][N:3]1[C:7]12[CH2:15][CH:11]3[CH2:12][CH:13]([CH2:14]1)[C:9]([NH2:25])([CH2:10]3)[CH2:8]2 |f:2.3|. Procedure: To a stirred solution of the acid obtained in step II (0.29 g, 1.0 mmol) in CHCl3 (5 mL) at room temperature was added conc. H2SO4 (0.53 mL, 10 mmol) followed by the addition NaN3 (0.2 g, 3.0 mmol) in portions over a period of 30 min; while maintaining the temperature below 40° C. The reaction mixture was warmed to 45° C. and stirred for 2 h. The reaction mixture was cooled to ice bath temperature, diluted with water and extracted with EtOAc. The aqueous layer was basified by adding a 50% NaOH s... Starting materials: ClC(Cl)Cl, O=S(Cl)Cl, OCc1cccc(Oc2ccccc2)c1. The product is ClCc1cccc(Oc2ccccc2)c1. Reaction SMILES: [CH:20]([Cl:21])([Cl:22])[Cl:23].[S:16]([Cl:17])([Cl:18])=[O:19].[c:1]1([O:7][c:8]2[cH:9][c:10]([CH2:14][OH:15])[cH:11][cH:12][cH:13]2)[cH:2][cH:3][cH:4][cH:5][cH:6]1>>[c:1]1([O:7][c:8]2[cH:9][c:10]([CH2:14][Cl:18])[cH:11][cH:12][cH:13]2)[cH:2][cH:3][cH:4][cH:5][cH:6]1. The reactants are [N-]=[N+]=[N-].[Na+] (sodium azide), COC1=CC=C2CCC(CC2=C1)COS(=O)(=O)C1=CC=C(C=C1)C (p-toluenesulphonic acid (7-methoxy-1,2,3,4-tetrahydro-naphth-2-ylmethyl) ester). The solvent is O (water), C(C)O (ethanol). Yields the product COC1=CC=C2CCC(CC2=C1)CN=[N+]=[N-] ((7-methoxy-1,2,3,4-tetrahydro-naphth-2-yl)methylazide). RXN SMILES: [N-:1]=[N+:2]=[N-:3].[Na+].[CH3:5][O:6][C:7]1[CH:16]=[C:15]2[C:10]([CH2:11][CH2:12][CH:13]([CH2:17]OS(C3C=CC(C)=CC=3)(=O)=O)[CH2:14]2)=[CH:9][CH:8]=1>O.C(O)C>[CH3:5][O:6][C:7]1[CH:16]=[C:15]2[C:10]([CH2:11][CH2:12][CH:13]([CH2:17][N:1]=[N+:2]=[N-:3])[CH2:14]2)=[CH:9][CH:8]=1 |f:0.1|. Procedure: A solution of 3.9 g of sodium azide in 10 ml of water is added to a solution of 13.86 g (40 mmol) of p-toluenesulphonic acid (7-methoxy-1,2,3,4-tetrahydro-naphth-2-ylmethyl) ester in 200 ml of ethanol and the whole is boiled under reflux for 18 hours. After cooling, the alcohol is evaporated off under reduced pressure, water is added to the residue and extraction is carried out with dichloromethane. The organic phase is washed with water, dried over sodium sulphate and concentrated by evaporatio... Reactants: CC(=O)OC(C)=O, Cc1ccsc1Cl, O, O=P(O)(O)O. Product: CC(=O)c1cc(C)c(Cl)s1. RXN SMILES: [C:8]([CH3:9])(=[O:10])[O:11][C:12](=[O:13])[CH3:14].[Cl:1][c:2]1[s:3][cH:4][cH:5][c:6]1[CH3:7].[OH2:20].[P:15](=[O:16])([OH:17])([OH:18])[OH:19]>>[Cl:1][c:2]1[s:3][c:4]([C:8]([CH3:9])=[O:10])[cH:5][c:6]1[CH3:7].